This data is from the Open Reaction Database (ORD), a public repository of structured organic reaction records. The task is: describe an organic reaction: reactants, conditions, products, and yield Starting materials: C[Si](C)(C)CCN1C(=O)CN(c2ccc(I)cc2OCc2ccccc2)S1(=O)=O, C=C[Sn](CCCC)(CCCC)CCCC, CC#N, [F-], [K+], O=C(C=Cc1ccccc1)C=Cc1ccccc1, O=C(C=Cc1ccccc1)C=Cc1ccccc1, O=C(C=Cc1ccccc1)C=Cc1ccccc1, [Pd], [Pd], Cc1ccccc1P(c1ccccc1C)c1ccccc1C. Product: C=Cc1ccc(N2CC(=O)N(CC[Si](C)(C)C)S2(=O)=O)c(OCc2ccccc2)c1. RXN SMILES: [CH2:1]([c:2]1[cH:3][cH:4][cH:5][cH:6][cH:7]1)[O:8][c:9]1[c:10]([N:16]2[CH2:17][C:18](=[O:29])[N:19]([CH2:23][CH2:24][Si:25]([CH3:26])([CH3:27])[CH3:28])[S:20]2(=[O:21])=[O:22])[cH:11][cH:12][c:13]([I:15])[cH:14]1.[CH2:30]([CH2:31][CH2:43][CH3:44])[Sn:32]([CH2:33][CH2:34][CH2:35][CH3:36])([CH2:37][CH2:38][CH2:39][CH3:40])[CH:41]=[CH2:42].[CH3:69][C:70]#[N:71].[F-:67].[K+:68].[O:110]=[C:111]([CH:112]=[CH:113][c:114]1[cH:115][cH:116][cH:117][cH:118][cH:119]1)[CH:120]=[CH:121][c:122]1[cH:123][cH:124][cH:125][cH:126][cH:127]1.[O:74]=[C:75]([CH:76]=[CH:77][c:78]1[cH:79][cH:80][cH:81][cH:82][cH:83]1)[CH:84]=[CH:85][c:86]1[cH:87][cH:88][cH:89][cH:90][cH:91]1.[O:92]=[C:93]([CH:94]=[CH:95][c:96]1[cH:97][cH:98][cH:99][cH:100][cH:101]1)[CH:102]=[CH:103][c:104]1[cH:105][cH:106][cH:107][cH:108][cH:109]1.[Pd:72].[Pd:73].[c:45]1([CH3:46])[cH:47][cH:48][cH:49][cH:50][c:51]1[P:52]([c:53]1[cH:54][cH:55][cH:56][cH:57][c:58]1[CH3:59])[c:60]1[cH:61][cH:62][cH:63][cH:64][c:65]1[CH3:66]>>[CH2:1]([c:2]1[cH:3][cH:4][cH:5][cH:6][cH:7]1)[O:8][c:9]1[c:10]([N:16]2[CH2:17][C:18](=[O:29])[N:19]([CH2:23][CH2:24][Si:25]([CH3:26])([CH3:27])[CH3:28])[S:20]2(=[O:21])=[O:22])[cH:11][cH:12][c:13]([CH:30]=[CH2:31])[cH:14]1. Starting materials: FC1=CNC=2N=CN=C(C21)Cl (5-Fluoro-4-chloro-7H-pyrrolo[2,3-d]pyrimidine), C(C1=CC=CC=C1)(=O)O[C@]1(C(O)O[C@@H]([C@H]1OC(C1=CC=CC=C1)=O)COC(C1=CC=CC=C1)=O)C (2,3,5-tri-O-benzoyl-2-C-methyl-D-ribofuranose), Ribonucleosides, ( 4-5 ), C1(=CC=CC=C1)P(C1=CC=CC=C1)C1=CC=CC=C1 (triphenylphosphine), N(=NC(=O)OCC)C(=O)OCC (diethyl azodicarboxylate). Run in C1CCOC1 (THF). Conditions: time 8 hour. The product is NC=1C2=C(N=CN1)N(C=C2F)[C@H]2[C@](O)([C@H](O)[C@H](O2)CO)C (4-Amino-5-fluoro-7-(2-C-methyl-β-D-ribofuranosyl)-7H-pyrrolo[2,3-d]pyrimidine). Reaction SMILES: [F:1][C:2]1[C:10]2[C:9](Cl)=[N:8][CH:7]=[N:6][C:5]=2[NH:4][CH:3]=1.C([O:20][C@:21]1([CH3:46])[C@H:26]([O:27]C(=O)C2C=CC=CC=2)[C@@H:25]([CH2:36][O:37]C(=O)C2C=CC=CC=2)[O:24][CH:22]1O)(=O)C1C=CC=CC=1.C1(P(C2C=CC=CC=2)C2C=CC=CC=2)C=CC=CC=1.[N:66](C(OCC)=O)=NC(OCC)=O>C1COCC1>[NH2:66][C:9]1[C:10]2[C:2]([F:1])=[CH:3][N:4]([C@@H:22]3[O:24][C@H:25]([CH2:36][OH:37])[C@@H:26]([OH:27])[C@@:21]3([CH3:46])[OH:20])[C:5]=2[N:6]=[CH:7][N:8]=1. Procedure details: To a solution of the compound from Step C (0.075 g, 0.44 mmol), 2,3,5-tri-O-benzoyl-2-C-methyl-D-ribofuranose [Harry-O'kuru, Rogers E.; Smith, Jennifer M.; Wolfe, Michael S, “A Short, Flexible Route toward 2′-C-Branched Ribonucleosides,” J. Org. Chem., 62: 1754-1759 (1997)] (4-5) (0.25 g, 0.53 mmol) and triphenylphosphine (0.23 g, 0.88 mmol) in THF (15 mL) was added diethyl azodicarboxylate (DEAD) (0.14 mL, 0.88 mmol). The reaction mixture was stirred at room temperature overnight. The solution ... The reactants are C1CCOC1, CN1CCC(O)CC1, NS(=O)(=O)c1cccc(Nc2ncc3cccc(O)c3n2)c1, c1ccc(P(c2ccccc2)c2ccccc2)cc1. Product: CN1CCC(Oc2cccc3cnc(Nc4cccc(S(N)(=O)=O)c4)nc23)CC1. As a reaction SMILES: [CH2:50]1[O:51][CH2:52][CH2:53][CH2:54]1.[OH:20][CH:21]1[CH2:22][CH2:23][N:24]([CH3:27])[CH2:25][CH2:26]1.[OH:28][c:29]1[cH:30][cH:31][cH:32][c:33]2[cH:34][n:35][c:36]([NH:39][c:40]3[cH:41][c:42]([S:46](=[O:47])(=[O:48])[NH2:49])[cH:43][cH:44][cH:45]3)[n:37][c:38]12.[c:1]1([P:2]([c:3]2[cH:4][cH:5][cH:6][cH:7][cH:8]2)[c:9]2[cH:10][cH:11][cH:12][cH:13][cH:14]2)[cH:15][cH:16][cH:17][cH:18][cH:19]1>>[O:20]([CH:21]1[CH2:22][CH2:23][N:24]([CH3:27])[CH2:25][CH2:26]1)[c:29]1[cH:30][cH:31][cH:32][c:33]2[cH:34][n:35][c:36]([NH:39][c:40]3[cH:41][c:42]([S:46](=[O:47])(=[O:48])[NH2:49])[cH:43][cH:44][cH:45]3)[n:37][c:38]12. Reactants: CCN(C(C)C)C(C)C, CC(C)S(=O)(=O)c1ccccc1N, COc1nc(Cl)nc(Cl)n1, C1CCOC1, O. The product is COc1nc(Cl)nc(Nc2ccccc2S(=O)(=O)C(C)C)n1. Reaction SMILES: [CH2:29]([N:30]([CH:31]([CH3:32])[CH3:33])[CH:34]([CH3:35])[CH3:36])[CH3:37].[CH:16]([CH3:17])([CH3:18])[S:19](=[O:20])(=[O:21])[c:22]1[c:23]([NH2:24])[cH:25][cH:26][cH:27][cH:28]1.[Cl:1][c:2]1[n:3][c:4]([O:9][CH3:10])[n:5][c:6]([Cl:8])[n:7]1.[O:11]1[CH2:12][CH2:13][CH2:14][CH2:15]1.[OH2:38]>>[c:2]1([NH:24][c:23]2[c:22]([S:19]([CH:16]([CH3:17])[CH3:18])(=[O:20])=[O:21])[cH:28][cH:27][cH:26][cH:25]2)[n:3][c:4]([O:9][CH3:10])[n:5][c:6]([Cl:8])[n:7]1. Starting materials: C(C)OC(C1=CC(C(=O)O)=CC(=C1)C(N(CCC)C)=O)=O (5-(methyl-propylcarbamoyl)-isophthalic acid monoethyl ester), ON1N=NC2=C1C=CC=C2 (1-hydroxybenzotriazole), Cl.CN(CCCN=C=NCC)C (1-(3-dimethylaminopropyl)-3-ethylcarbodiimide hydrochloride), C(C)N (ethylamine). Run in CN(C)C=O (DMF), ClCCl (dichloromethane). The product is C(C)OC(C1=CC(=CC(=C1)C(N(CCC)C)=O)C(NCC)=O)=O (3-Ethylcarbamoyl-5-(methyl-propylcarbamoyl)-benzoic acid ethyl ester). Isolated yield 98.0%. Reaction SMILES: [CH2:1]([O:3][C:4](=[O:21])[C:5]1[CH:13]=[C:12]([C:14](=[O:20])[N:15]([CH3:19])[CH2:16][CH2:17][CH3:18])[CH:11]=[C:7]([C:8]([OH:10])=O)[CH:6]=1)[CH3:2].O[N:23]1[C:27]2C=CC=C[C:26]=2N=N1.Cl.CN(C)CCCN=C=NCC.C(N)C>CN(C=O)C.ClCCl>[CH2:1]([O:3][C:4](=[O:21])[C:5]1[CH:13]=[C:12]([C:14](=[O:20])[N:15]([CH3:19])[CH2:16][CH2:17][CH3:18])[CH:11]=[C:7]([C:8](=[O:10])[NH:23][CH2:27][CH3:26])[CH:6]=1)[CH3:2] |f:2.3|. Procedure details: Stir a solution of 5-(methyl-propylcarbamoyl)-isophthalic acid monoethyl ester (146 mg, 0.5 mmol), 1-hydroxybenzotriazole (74 mg, 0.55 mmol), 1-(3-dimethylaminopropyl)-3-ethylcarbodiimide hydrochloride (110 mg, 0.55 mmol), ethylamine (2 N in THF, 0.275 mL, 0.55 mmol) in 0.75 mL DMF at room temperature overnight. Dilute with dichloromethane (15 mL) and wash with water (5 mL), 0.1 N aqueous citric acid (5 mL), saturated aqueous sodium bicarbonate (5 mL), and saturated aqueous sodium chloride (5 mL... The reactants are CCOC(=O)C=P(c1ccccc1)(c1ccccc1)c1ccccc1, CCO, Cc1ncc(CO)c(C=O)c1O, Cl. Product: CCOC(=O)C=Cc1c(CO)cnc(C)c1O, Cl. As a reaction SMILES: [C:14](=[O:15])([O:16][CH2:17][CH3:18])[CH:19]=[P:20]([c:21]1[cH:22][cH:23][cH:24][cH:25][cH:26]1)([c:27]1[cH:28][cH:29][cH:30][cH:31][cH:32]1)[c:33]1[cH:34][cH:35][cH:36][cH:37][cH:38]1.[CH3:39][CH2:40][OH:41].[CH:1](=[O:2])[c:3]1[c:4]([CH2:5][OH:6])[cH:7][n:8][c:9]([CH3:10])[c:11]1[OH:12].[ClH:13]>>[CH:1]([c:3]1[c:4]([CH2:5][OH:6])[cH:7][n:8][c:9]([CH3:10])[c:11]1[OH:12])=[CH:19][C:14](=[O:15])[O:16][CH2:17][CH3:18].[ClH:13]. Reactants: CC#N, CN(C)C=O, CC#N, CC1(C)NC(=O)N(c2ccc(OC(F)(F)F)cc2)C1=O, Clc1cc(CBr)ccn1, [H-], [Na+], O, O. Reaction SMILES: [C:40](#[N:41])[CH3:42].[CH3:32][N:33]([CH3:34])[CH:35]=[O:36].[CH3:37][C:38]#[N:39].[CH3:3][C:4]1([CH3:22])[C:5](=[O:21])[N:6]([c:10]2[cH:11][cH:12][c:13]([O:16][C:17]([F:18])([F:19])[F:20])[cH:14][cH:15]2)[C:7](=[O:9])[NH:8]1.[Cl:23][c:24]1[n:25][cH:26][cH:27][c:28]([CH2:30][Br:31])[cH:29]1.[H-:1].[Na+:2].[OH2:43].[OH2:44]>>[CH3:3][C:4]1([CH3:22])[C:5](=[O:21])[N:6]([c:10]2[cH:11][cH:12][c:13]([O:16][C:17]([F:18])([F:19])[F:20])[cH:14][cH:15]2)[C:7](=[O:9])[N:8]1[CH2:30][c:28]1[cH:27][cH:26][n:25][c:24]([Cl:23])[cH:29]1. Product: CC1(C)C(=O)N(c2ccc(OC(F)(F)F)cc2)C(=O)N1Cc1ccnc(Cl)c1.